describe an organic reaction: reactants, conditions, products, and yield From a dataset of the Open Reaction Database (ORD), a public repository of structured organic reaction records. Reactants: C(C)(C)=C, c12c(c(nc(n1)Cl)Cl)nc[nH]2. The reagents and catalysts are C(=O)(C(F)(F)F)O (TFA), c1ccc(cc1)-c2c3ccccc3cc4ccccc24 (9-Phenylanthracene). Run in CC1=CC=CC=C1 (Toluene). Reaction conditions: temperature 120 celsius, time 18 hour. Product: CC(C)(C)n1cnc2c(Cl)nc(Cl)nc12. Reaction SMILES: [Cl:1][c:2]1[n:11][c:10]([c:6]2[c:4]([Cl:5])[n:3]1)[nH:9][cH:8][n:7]2.[CH3:12][C:13]([CH3:15])=[CH2:14]>>[CH3:12][C:13]([n:9]1[c:10]([c:6]2[n:7][cH:8]1)[n:11][c:2]([Cl:1])[n:3][c:4]2[Cl:5])([CH3:15])[CH3:14].